Dataset: the Open Reaction Database (ORD), a public repository of structured organic reaction records. Task: describe an organic reaction: reactants, conditions, products, and yield The reactants are BrC=1C=CC(=C(C1)C=1C(=NC=CC1)C#N)F (3-(5-Bromo-2-fluorophenyl)pyridine-2-carbonitrile), C(CCC)[Sn](C1=CN=C2N1C=CC(=N2)C(F)(F)F)(CCCC)CCCC (3-tributylstannyl-7-trifluoromethylimidazo[1,2-α]pyrimidine). The product is FC1=C(C=C(C=C1)C1=CN=C2N1C=CC(=N2)C(F)(F)F)C=2C(=NC=CC2)C#N (3-[2-fluoro-5-(7-trifluoromethylimidazo[1,2-α]pyrimidin-3-yl)phenyl]pyridine-2-carbonitrile). Reaction SMILES: Br[C:2]1[CH:3]=[CH:4][C:5]([F:16])=[C:6]([C:8]2[C:9]([C:14]#[N:15])=[N:10][CH:11]=[CH:12][CH:13]=2)[CH:7]=1.C([Sn](CCCC)(CCCC)[C:22]1[N:26]2[CH:27]=[CH:28][C:29]([C:31]([F:34])([F:33])[F:32])=[N:30][C:25]2=[N:24][CH:23]=1)CCC>>[F:16][C:5]1[CH:4]=[CH:3][C:2]([C:22]2[N:26]3[CH:27]=[CH:28][C:29]([C:31]([F:32])([F:33])[F:34])=[N:30][C:25]3=[N:24][CH:23]=2)=[CH:7][C:6]=1[C:8]1[C:9]([C:14]#[N:15])=[N:10][CH:11]=[CH:12][CH:13]=1. Reported procedure: 3-(5-Bromo-2-fluorophenyl)pyridine-2-carbonitrile was coupled to 3-tributylstannyl-7-trifluoromethylimidazo[1,2-α]pyrimidine by the method of Example 32. Purification by chromatography on silica gel eluting with dichloromethane containing 4% methanol, then crystallisation from hot toluene, gave 3-[2-fluoro-5-(7-trifluoromethylimidazo[1,2-α]pyrimidin-3-yl)phenyl]pyridine-2-carbonitrile: δH (400 MHz, DMSO) 9.39 (1H, d, J 7), 8.87 (1H, dd, J 5 and 1.5), 8.33 (1H, s), 8.30 (1H, dd, J 8 and 1), 8.09 ... Starting materials: Cl (hydrochloric acid), ClC1=CC=C(C=CC(=O)NC2=CC=C(C(=O)OCC)C=C2)C=C1 (p-(p-chlorocinnamamido)benzoic acid, ethyl ester), [OH-].[K+] (potassium hydroxide), [OH-].[K+] (potassium hydroxide), C(C)O (ethanol). Solvent: O (water), O (water). Conditions: time 1.5 hour. The product is ClC1=CC=C(C=CC(=O)NC2=CC=C(C(=O)O)C=C2)C=C1 (4-(p-Chlorocinnamamido)benzoic acid). RXN SMILES: [Cl:1][C:2]1[CH:23]=[CH:22][C:5]([CH:6]=[CH:7][C:8]([NH:10][C:11]2[CH:21]=[CH:20][C:14]([C:15]([O:17]CC)=[O:16])=[CH:13][CH:12]=2)=[O:9])=[CH:4][CH:3]=1.[OH-].[K+].C(O)C.Cl>O>[Cl:1][C:2]1[CH:23]=[CH:22][C:5]([CH:6]=[CH:7][C:8]([NH:10][C:11]2[CH:21]=[CH:20][C:14]([C:15]([OH:17])=[O:16])=[CH:13][CH:12]=2)=[O:9])=[CH:4][CH:3]=1 |f:1.2|. Procedure: A solution of 7.1 g. of p-(p-chlorocinnamamido)benzoic acid, ethyl ester and 1.6 g. of potassium hydroxide in 50 ml. of 95% ethanol is stirred at 75° C. overnight. A 25 ml. portion of water and 200 mg. of potassium hydroxide are added, and stirring is continued at 75° C. for 1.5 hours. The mixture is then diluted with 150 ml. of water, adjusted to pH 3 with 37% hydrochloric acid, and the precipitate is collected and dried. The solid is boiled in 100 ml. of methyl cellosolve, cooled, and the soli... Reactants: ClC=1C=C(C(=CC1)N)N (4-chlorobenzene-1,2-diamine), S1C(=CC2=C1C=CC=C2)S(=O)(=O)Cl (benzothiophene-2-sulfonyl chloride). The product is ClC1=CC(=C(C=C1)NS(=O)(=O)C=1SC2=C(C1)C=CC=C2)NS(=O)(=O)C=2SC1=C(C2)C=CC=C1 (N,N′-(4-chloro-1,2-phenylene)bis(1-benzothiophene-2-sulfonamide)). As a reaction SMILES: [Cl:1][C:2]1[CH:3]=[C:4]([NH2:9])[C:5]([NH2:8])=[CH:6][CH:7]=1.[S:10]1[C:14]2[CH:15]=[CH:16][CH:17]=[CH:18][C:13]=2[CH:12]=[C:11]1[S:19](Cl)(=[O:21])=[O:20]>>[Cl:1][C:2]1[CH:7]=[CH:6][C:5]([NH:8][S:19]([C:11]2[S:10][C:14]3[CH:15]=[CH:16][CH:17]=[CH:18][C:13]=3[CH:12]=2)(=[O:21])=[O:20])=[C:4]([NH:9][S:19]([C:11]2[S:10][C:14]3[CH:15]=[CH:16][CH:17]=[CH:18][C:13]=3[CH:12]=2)(=[O:20])=[O:21])[CH:3]=1. Procedure details: N,N′-(4-chloro-1,2-phenylene)bis(1-benzothiophene-2-sulfonamide) (310 mg) was prepared as in Example 31 using 4-chlorobenzene-1,2-diamine and benzothiophene-2-sulfonyl chloride as requisite starting materials. The reactants are C(C)(=O)O.FC(C=1N=C(SC1)C(N)=N)(F)F (4-(trifluoromethyl)thiazole-2-carboximidamide acetate), ClC1=C(C=O)C=CC(=C1)Cl (2,4-dichlorobenzaldehyde), O=C(CC(=O)OCC)C (ethyl 3-oxobutanoate). The product is ClC1=C(C=CC(=C1)Cl)C1N=C(NC(=C1C(=O)OCC)C)C=1SC=C(N1)C(F)(F)F (Ethyl 4-(2,4-dichlorophenyl)-6-methyl-2-(4-(trifluoromethyl)thiazol-2-yl)-1,4-dihydropyrimidine-5-carboxylate). Yield: 63.6%. Reaction SMILES: C(O)(=O)C.[F:5][C:6]([F:16])([F:15])[C:7]1[N:8]=[C:9]([C:12](=[NH:14])[NH2:13])[S:10][CH:11]=1.[Cl:17][C:18]1[CH:25]=[C:24]([Cl:26])[CH:23]=[CH:22][C:19]=1[CH:20]=O.O=[C:28]([CH3:35])[CH2:29][C:30]([O:32][CH2:33][CH3:34])=[O:31]>>[Cl:17][C:18]1[CH:25]=[C:24]([Cl:26])[CH:23]=[CH:22][C:19]=1[CH:20]1[C:29]([C:30]([O:32][CH2:33][CH3:34])=[O:31])=[C:28]([CH3:35])[NH:13][C:12]([C:9]2[S:10][CH:11]=[C:7]([C:6]([F:5])([F:15])[F:16])[N:8]=2)=[N:14]1 |f:0.1|. Procedure: 4-(trifluoromethyl)thiazole-2-carboximidamide acetate (0.38 g, 1.49 mmol) was reacted with 2,4-dichlorobenzaldehyde (0.26 g, 1.49 mmol) and ethyl 3-oxobutanoate (0.2 g, 1.49 mmol) according to the procedure as described in Example 1, Step A to give the title compound as a yellow solid (0.44 g, 64%). The compound was characterized by the following spectroscopic data: